From a dataset of the Open Reaction Database (ORD), a public repository of structured organic reaction records. describe an organic reaction: reactants, conditions, products, and yield Reactants: O=C(c1ccc(=O)n(-c2c(F)cccc2F)c1)C(Br)c1ccc(F)cc1F, O=C1NC(=O)c2ccccc21, [K], CN(C)C=O, O. The product is O=C(c1ccc(=O)n(-c2c(F)cccc2F)c1)C(c1ccc(F)cc1F)N1C(=O)c2ccccc2C1=O. Reaction SMILES: [Br:1][CH:2]([C:3](=[O:4])[c:5]1[cH:6][cH:7][c:8](=[O:19])[n:9](-[c:11]2[c:12]([F:18])[cH:13][cH:14][cH:15][c:16]2[F:17])[cH:10]1)[c:20]1[c:21]([F:27])[cH:22][c:23]([F:26])[cH:24][cH:25]1.[C:28]1(=[O:38])[c:29]2[c:30]([cH:34][cH:35][cH:36][cH:37]2)[C:31](=[O:33])[NH:32]1.[K:39].[O:41]=[CH:42][N:43]([CH3:44])[CH3:45].[OH2:40]>>[CH:2]([C:3](=[O:4])[c:5]1[cH:6][cH:7][c:8](=[O:19])[n:9](-[c:11]2[c:12]([F:18])[cH:13][cH:14][cH:15][c:16]2[F:17])[cH:10]1)([c:20]1[c:21]([F:27])[cH:22][c:23]([F:26])[cH:24][cH:25]1)[N:32]1[C:28](=[O:38])[c:29]2[c:30]([cH:34][cH:35][cH:36][cH:37]2)[C:31]1=[O:33]. Starting materials: C(CCC)C1=NC2=C(N1CC1=CC=C(C=C1)C=1C(=CC=CC1)C(=O)OC(C)(C)C)C=CC(=C2)C(=O)O (tert.butyl 4'-[(2-n-butyl-5-carboxy-benzimidazol-1-yl)-methyl]biphenyl-2-carboxylate), FC(C(=O)O)(F)F (trifluoroacetic acid). Solvent: C(Cl)Cl (methylene chloride). Yields the product C(CCC)C1=NC2=C(N1CC1=CC=C(C=C1)C=1C(=CC=CC1)C(=O)O)C=CC(=C2)C(=O)O (4'-[(2-n-Butyl-5-carboxy-benzimidazol-1-yl)-methyl]biphenyl-2-carboxylic acid). Reaction SMILES: [CH2:1]([C:5]1[N:9]([CH2:10][C:11]2[CH:16]=[CH:15][C:14]([C:17]3[C:18]([C:23]([O:25]C(C)(C)C)=[O:24])=[CH:19][CH:20]=[CH:21][CH:22]=3)=[CH:13][CH:12]=2)[C:8]2[CH:30]=[CH:31][C:32]([C:34]([OH:36])=[O:35])=[CH:33][C:7]=2[N:6]=1)[CH2:2][CH2:3][CH3:4].FC(F)(F)C(O)=O>C(Cl)Cl>[CH2:1]([C:5]1[N:9]([CH2:10][C:11]2[CH:12]=[CH:13][C:14]([C:17]3[C:18]([C:23]([OH:25])=[O:24])=[CH:19][CH:20]=[CH:21][CH:22]=3)=[CH:15][CH:16]=2)[C:8]2[CH:30]=[CH:31][C:32]([C:34]([OH:36])=[O:35])=[CH:33][C:7]=2[N:6]=1)[CH2:2][CH2:3][CH3:4]. Procedure: Prepared in analogous manner to Example 9 from tert.butyl 4'-[(2-n-butyl-5-carboxy-benzimidazol-1-yl)-methyl]biphenyl-2-carboxylate and trifluoroacetic acid in methylene chloride.